This data is from the Open Reaction Database (ORD), a public repository of structured organic reaction records. The task is: describe an organic reaction: reactants, conditions, products, and yield Reactants: N1N=CN=C1C=1C=C2C(=NNC2=CC1)C=1C=C(OCCNC(=O)OCC2=CC=CC=C2)C=CC1 (N-{2-[3-(5-(1H-1,2,4-triazol-5-yl)(1H-indazol-3-yl))phenoxy]ethyl}(phenylmethoxy)carboxamide), C(=O)O (formic acid). Reagents/catalysts: [Pd] (palladium on carbon). Run in CO (methanol). Product: N1N=CN=C1C=1C=C2C(=NNC2=CC1)C=1C=C(OCCN)C=CC1 (2-[3-(5-(1H-1,2,4-Triazol-5-yl)-1H-indazol-3-yl)phenoxy]ethylamine). The yield is 15.7%. As a reaction SMILES: [NH:1]1[C:5]([C:6]2[CH:7]=[C:8]3[C:12](=[CH:13][CH:14]=2)[NH:11][N:10]=[C:9]3[C:15]2[CH:16]=[C:17]([CH:32]=[CH:33][CH:34]=2)[O:18][CH2:19][CH2:20][NH:21]C(OCC2C=CC=CC=2)=O)=[N:4][CH:3]=[N:2]1.C(O)=O>[Pd].CO>[NH:1]1[C:5]([C:6]2[CH:7]=[C:8]3[C:12](=[CH:13][CH:14]=2)[NH:11][N:10]=[C:9]3[C:15]2[CH:16]=[C:17]([CH:32]=[CH:33][CH:34]=2)[O:18][CH2:19][CH2:20][NH2:21])=[N:4][CH:3]=[N:2]1. Procedure details: N-{2-[3-(5-(1H-1,2,4-triazol-5-yl)(1H-indazol-3-yl))phenoxy]ethyl}(phenylmethoxy)carboxamide (0.056 g, 0.123 mmol) was treated with formic acid (2 mL), methanol (0.088 mL) and 10% palladium on carbon (0.060 g) under nitrogen for 3 h. The mixture was filtered though Celite and concentrated. The residue was taken up in aqueous 6 N hydrochloric acid and extracted with ether (3×). The aqueous layer was adjusted to pH 11 and extracted with dichloromethane. The organic fractions were dried over anhydr... The reactants are O1CCOCC1 (dioxane), BrC1=NC=C(C=C1)[N+](=O)[O-] (2-bromo-5-nitropyridine), C(#C)C1=CC=C(C(=O)OC)C=C1 (methyl 4-ethynylbenzoate), C(C)(C)NC(C)C (N-isopropylpropan-2-amine). Reagents/catalysts: [Cu]I (copper (I) iodide), CC(C)([P](C(C)(C)C)([Pd][P](C(C)(C)C)(C(C)(C)C)C(C)(C)C)C(C)(C)C)C (bis(tri-tert-butylphosphine)palladium(0)). Run in C(C)(=O)OCC (ethyl acetate). Reaction conditions: time 1 hour. Product: [N+](=O)([O-])C=1C=CC(=NC1)C#CC1=CC=C(C(=O)OC)C=C1 (methyl 4-[(5-nitropyridin-2-yl)ethynyl]benzoate). Isolated yield 88.1%. Reaction SMILES: O1CCOCC1.Br[C:8]1[CH:13]=[CH:12][C:11]([N+:14]([O-:16])=[O:15])=[CH:10][N:9]=1.[C:17]([C:19]1[CH:28]=[CH:27][C:22]([C:23]([O:25][CH3:26])=[O:24])=[CH:21][CH:20]=1)#[CH:18].C(NC(C)C)(C)C>[Cu]I.CC(C)([P](C(C)(C)C)([Pd][P](C(C)(C)C)(C(C)(C)C)C(C)(C)C)C(C)(C)C)C.C(OCC)(=O)C>[N+:14]([C:11]1[CH:12]=[CH:13][C:8]([C:18]#[C:17][C:19]2[CH:28]=[CH:27][C:22]([C:23]([O:25][CH3:26])=[O:24])=[CH:21][CH:20]=2)=[N:9][CH:10]=1)([O-:16])=[O:15] |^1:40,46|. Procedure details: To 20 mL of a dioxane solution including 2.0 g of 2-bromo-5-nitropyridine were added 1.58 g of methyl 4-ethynylbenzoate, 4.1 mL of N-isopropylpropan-2-amine and 281 mg of copper (I) iodide, and 504 mg of bis(tri-tert-butylphosphine)palladium(0) was further added thereto in an argon atmosphere, followed by stirring for 1 hour at room temperature. 50 ml of ethyl acetate was added to the reaction mixture, the precipitated insoluble material was collected by filtration, thereby obtaining 2.45 g of m... Starting materials: S(O)(O)(=O)=O (sulfuric acid), FC=1C(=C(C=CC1F)[N+](=O)[O-])OC(F)F (3,4-difluoro-2-difluoromethoxy-nitrobenzene). Reagents/catalysts: [Fe] (iron). Run in O (water). Run at temperature 95 celsius, time 2.5 hour. Product: FC=1C(=C(N)C=CC1F)OC(F)F (3,4-difluoro-2-difluoromethoxy-aniline). The yield is 72.8%. As a reaction SMILES: S(=O)(=O)(O)O.[F:6][C:7]1[C:8]([O:17][CH:18]([F:20])[F:19])=[C:9]([N+:14]([O-])=O)[CH:10]=[CH:11][C:12]=1[F:13]>[Fe].O>[F:6][C:7]1[C:8]([O:17][CH:18]([F:19])[F:20])=[C:9]([CH:10]=[CH:11][C:12]=1[F:13])[NH2:14]. Procedure details: Into a 200-ml four-necked flask provided with a reflux condenser, a thermometer and a stirrer were fed 7.0 g (0.125 mol) of an iron powder, 50 ml of water and 0.1 ml of 98% sulfuric acid. The resulting mixture was heated to 95° C. on an oil bath. Thereto was dropwise added, at 95 to 100° C. over 10 minutes, 11.3 g (0.05 mol) of the previously synthesized 3,4-difluoro-2-difluoromethoxy-nitrobenzene. The resulting mixture was stirred at the same temperature for 2.5 hours. Then, a Dean-Stark trap w... The reactants are C(C)B(C=1C=NC=CC1)CC (diethyl(3-pyridyl)borane), FC(S(=O)(=O)OC=1[C@]2(C)[C@@H](CC1)[C@@H]1CC=C3C=C(CC[C@]3(C)[C@H]1CC2)OC2=C(C(=C(C(=C2F)F)C(F)(F)F)F)F)(F)F (3-[2,3,5,6-tetrafluoro-4-(trifluoromethyl)phenoxy]androsta-3,5,16-trien-17-yl trifluoromethanesulphonate), C([O-])([O-])=O.[Na+].[Na+] (sodium carbonate). The reagents and catalysts are Cl[Pd]([P](C1=CC=CC=C1)(C2=CC=CC=C2)C3=CC=CC=C3)([P](C4=CC=CC=C4)(C5=CC=CC=C5)C6=CC=CC=C6)Cl (bis(triphenylphosphine)palladium(II) chloride). Solvent: C1CCOC1 (THF). The product is FC1=C(OC2=CC3=CC[C@H]4[C@@H]5CC=C([C@@]5(C)CC[C@@H]4[C@]3(CC2)C)C=2C=NC=CC2)C(=C(C(=C1F)C(F)(F)F)F)F (3-[2,3,5,6-tetrafluoro-4-(trifluoromethyl)phenoxy]-17-(3-pyridyl)androsta-3,5,16-triene). The yield is 72.8%. Reaction SMILES: C(B(CC)[C:4]1[CH:5]=[N:6][CH:7]=[CH:8][CH:9]=1)C.FC(F)(F)S(O[C:18]1[C@:19]2([CH2:36][CH2:35][C@H:34]3[C@@H:24]([CH2:25][CH:26]=[C:27]4[C@:32]3([CH3:33])[CH2:31][CH2:30][C:29]([O:37][C:38]3[C:43]([F:44])=[C:42]([F:45])[C:41]([C:46]([F:49])([F:48])[F:47])=[C:40]([F:50])[C:39]=3[F:51])=[CH:28]4)[C@@H:21]2[CH2:22][CH:23]=1)[CH3:20])(=O)=O.C(=O)([O-])[O-].[Na+].[Na+]>Cl[Pd](Cl)([P](C1C=CC=CC=1)(C1C=CC=CC=1)C1C=CC=CC=1)[P](C1C=CC=CC=1)(C1C=CC=CC=1)C1C=CC=CC=1.C1COCC1>[F:44][C:43]1[C:42]([F:45])=[C:41]([C:46]([F:48])([F:47])[F:49])[C:40]([F:50])=[C:39]([F:51])[C:38]=1[O:37][C:29]1[CH2:30][CH2:31][C@@:32]2([CH3:33])[C:27](=[CH:26][CH2:25][C@@H:24]3[C@@H:34]2[CH2:35][CH2:36][C@@:19]2([CH3:20])[C@H:21]3[CH2:22][CH:23]=[C:18]2[C:4]2[CH:5]=[N:6][CH:7]=[CH:8][CH:9]=2)[CH:28]=1 |f:2.3.4,^1:62,81|. Procedure details: The method essentially followed that of Example 1(b) but using diethyl(3-pyridyl)borane (0.44 g, 3.0 mmol), 3-[2,3,5,6-tetrafluoro-4-(trifluoromethyl)phenoxy]androsta-3,5,16-trien-17-yl trifluoromethanesulphonate (1.27 g, 2.0 mmol), THF (10 ml), bis(triphenylphosphine)palladium(II) chloride (70 mg, 0.1 mmol), and aqueous sodium carbonate (2M, 5 ml). Chromatography, on elution with light petroleum-diethylether (3:1), afforded the title compound (0.82g, 73%) which crystallised from hexane, m.p. 16... Starting materials: Fc1ccccc1CBr, O=Cc1ccc(O)c(Cl)c1, [K+], [K+], O=C([O-])[O-], CN(C)C=O. Yields the product O=Cc1ccc(OCc2ccccc2F)c(Cl)c1. RXN SMILES: [Br:1][CH2:2][c:3]1[c:4]([F:9])[cH:5][cH:6][cH:7][cH:8]1.[Cl:10][c:11]1[cH:12][c:13]([CH:14]=[O:15])[cH:16][cH:17][c:18]1[OH:19].[K+:20].[K+:21].[O-:22][C:23]([O-:24])=[O:25].[O:26]=[CH:27][N:28]([CH3:29])[CH3:30]>>[CH2:2]([c:3]1[c:4]([F:9])[cH:5][cH:6][cH:7][cH:8]1)[O:19][c:18]1[c:11]([Cl:10])[cH:12][c:13]([CH:14]=[O:15])[cH:16][cH:17]1. Starting materials: CC(CN(C)C)C1(O)CCCCC1c1ccccc1, CI, C1CCOC1. The product is CC(C[N+](C)(C)C)C1(O)CCCCC1c1ccccc1, [I-]. Reaction SMILES: [CH3:1][N:2]([CH2:3][CH:4]([CH3:5])[C:6]1([OH:18])[CH:7]([c:12]2[cH:13][cH:14][cH:15][cH:16][cH:17]2)[CH2:8][CH2:9][CH2:10][CH2:11]1)[CH3:19].[CH3:20][I:21].[O:22]1[CH2:23][CH2:24][CH2:25][CH2:26]1>>[CH3:1][N+:2]([CH2:3][CH:4]([CH3:5])[C:6]1([OH:18])[CH:7]([c:12]2[cH:13][cH:14][cH:15][cH:16][cH:17]2)[CH2:8][CH2:9][CH2:10][CH2:11]1)([CH3:19])[CH3:20].[I-:21]. The reactants are COC(=O)c1ccc(OCc2ccc3ccccc3n2)cc1, CCO, [Na+], [OH-]. Yields the product O=C(O)c1ccc(OCc2ccc3ccccc3n2)cc1. As a reaction SMILES: [CH3:1][O:2][C:3]([c:4]1[cH:5][cH:6][c:7]([O:10][CH2:11][c:12]2[n:13][c:14]3[cH:15][cH:16][cH:17][cH:18][c:19]3[cH:20][cH:21]2)[cH:8][cH:9]1)=[O:22].[CH3:25][CH2:26][OH:27].[Na+:24].[OH-:23]>>[O:2]=[C:3]([c:4]1[cH:5][cH:6][c:7]([O:10][CH2:11][c:12]2[n:13][c:14]3[cH:15][cH:16][cH:17][cH:18][c:19]3[cH:20][cH:21]2)[cH:8][cH:9]1)[OH:22]. The reactants are Cl (HCl), ClC12CC3(CC(CC(C1)C3)(C2)C)C (1-chloro-3,5-dimethyl-adamantane), NC(=O)N (urea). Run in O (water), O (water). Run at time 5 minute. Product: Cl.NC12CC3(CC(CC(C1)C3)(C2)C)C (1-amino-3,5-dimethyl-adamantane hydrochloride). RXN SMILES: [Cl:1][C:2]12[CH2:11][C:6]3([CH3:12])[CH2:7][CH:8]([CH2:10][C:4]([CH3:13])([CH2:5]3)[CH2:3]1)[CH2:9]2.[NH2:14]C(N)=O.Cl>O>[ClH:1].[NH2:14][C:2]12[CH2:11][C:6]3([CH3:12])[CH2:7][CH:8]([CH2:10][C:4]([CH3:13])([CH2:5]3)[CH2:3]1)[CH2:9]2 |f:4.5|. Procedure: 1.99 grams of 1-chloro-3,5-dimethyl-adamantane were heated with 0.9 gram urea for about 40 minutes at 220° C. The heating was carried out in a closed vessel in an oil bath with a thermostat. After cooling, the reaction product was pulverized and made into a paste with 50 ml. water. The water phase was brought to a pH between 3 and 5 by dropwise addition of concentrated HCl. The acidified water phase was extracted with two 10-ml. ether portions. Next the water phase was brought to a pH between 12... Reactants: CC=1C=C(C=C(C1)C)C=1NC2=CC=CC=C2C1C(C(=O)N1CCC(CC1)C1=CC=NC=C1)=O (1-[2-(3,5-dimethylphenyl)-1H-indol-3-yl]-2-(3,4,5,6-tetrahydro-2H-[4,4']bipyridinyl-1-yl)ethane-1,2-dione), solution, [H-].[Al+3].[Li+].[H-].[H-].[H-] (lithium aluminum hydride). Run in O1CCCC1 (tetrahydrofuran). The product is CC=1C=C(C=C(C1)C)C=1NC2=CC=CC=C2C1CCN1CCC(CC1)C1=CC=NC=C1 (1-{2-[2-(3,5-dimethylphenyl)-1H-indol-3-yl]ethyl}-1,2,3,4,5,6-hexahydro-[4,4']bipyridinyl). Yield: 51.2%. RXN SMILES: [CH3:1][C:2]1[CH:3]=[C:4]([C:9]2[NH:10][C:11]3[C:16]([C:17]=2[C:18](=O)[C:19]([N:21]2[CH2:26][CH2:25][CH:24]([C:27]4[CH:32]=[CH:31][N:30]=[CH:29][CH:28]=4)[CH2:23][CH2:22]2)=O)=[CH:15][CH:14]=[CH:13][CH:12]=3)[CH:5]=[C:6]([CH3:8])[CH:7]=1.[H-].[Al+3].[Li+].[H-].[H-].[H-]>O1CCCC1>[CH3:8][C:6]1[CH:5]=[C:4]([C:9]2[NH:10][C:11]3[C:16]([C:17]=2[CH2:18][CH2:19][N:21]2[CH2:26][CH2:25][CH:24]([C:27]4[CH:28]=[CH:29][N:30]=[CH:31][CH:32]=4)[CH2:23][CH2:22]2)=[CH:15][CH:14]=[CH:13][CH:12]=3)[CH:3]=[C:2]([CH3:1])[CH:7]=1 |f:1.2.3.4.5.6|. Reported procedure: To a solution of 1-[2-(3,5-dimethylphenyl)-1H-indol-3-yl]-2-(3,4,5,6-tetrahydro-2H-[4,4']bipyridinyl-1-yl)ethane-1,2-dione (148 mg in dry tetrahydrofuran) was added dropwise 2.71 mL of a 1M solution of lithium aluminum hydride in tetrahydrofuran and the mixture heated to reflux on an oil bath. After 1.5 hours the mixture was cooled and quenched by the sequential addition of 30 mL water and 4 mL ammonium hydroxide and 25 mL ethyl acetate. The mixture was filtered to remove the solids. The organic...